From a dataset of the Open Reaction Database (ORD), a public repository of structured organic reaction records. describe an organic reaction: reactants, conditions, products, and yield Starting materials: O=C1NC(=O)c2ccccc21, CN(C)C=O, [K], CS(=O)(=O)OC1CN(C(c2ccccc2)c2ccccc2)C1. Product: O=C1c2ccccc2C(=O)N1C1CN(C(c2ccccc2)c2ccccc2)C1. As a reaction SMILES: [C:23]1(=[O:33])[c:24]2[c:25]([cH:29][cH:30][cH:31][cH:32]2)[C:26](=[O:28])[NH:27]1.[CH3:35][N:36]([CH3:37])[CH:38]=[O:39].[K:34].[c:1]1([CH:7]([N:8]2[CH2:9][CH:10]([O:12][S:13]([CH3:14])(=[O:15])=[O:16])[CH2:11]2)[c:17]2[cH:18][cH:19][cH:20][cH:21][cH:22]2)[cH:2][cH:3][cH:4][cH:5][cH:6]1>>[c:1]1([CH:7]([N:8]2[CH2:9][CH:10]([N:27]3[C:23](=[O:33])[c:24]4[c:25]([cH:29][cH:30][cH:31][cH:32]4)[C:26]3=[O:28])[CH2:11]2)[c:17]2[cH:18][cH:19][cH:20][cH:21][cH:22]2)[cH:2][cH:3][cH:4][cH:5][cH:6]1. Procedure: 4-Amino-5-chloro-2-methoxy-N-(piperidin-4-ylmethyl)benzamide dihydrochloride (1.3 g) as starting compound and 5-(4-chlorophenoxy)-pentyl bromide (1.0 g) were reacted and treated in the same manner as in Example 168 to give 4-amino-5-chloro-N-((1-(5-(4-chlorophenoxy)pentyl)-piperidin-4-yl)methyl)-2-methoxybenzamide. Reaction SMILES: Cl.Cl.[NH2:3][C:4]1[C:19]([Cl:20])=[CH:18][C:7]([C:8]([NH:10][CH2:11][CH:12]2[CH2:17][CH2:16][NH:15][CH2:14][CH2:13]2)=[O:9])=[C:6]([O:21][CH3:22])[CH:5]=1.[Cl:23][C:24]1[CH:36]=[CH:35][C:27]([O:28][CH2:29][CH2:30][CH2:31][CH2:32][CH2:33]Br)=[CH:26][CH:25]=1>>[NH2:3][C:4]1[C:19]([Cl:20])=[CH:18][C:7]([C:8]([NH:10][CH2:11][CH:12]2[CH2:13][CH2:14][N:15]([CH2:33][CH2:32][CH2:31][CH2:30][CH2:29][O:28][C:27]3[CH:26]=[CH:25][C:24]([Cl:23])=[CH:36][CH:35]=3)[CH2:16][CH2:17]2)=[O:9])=[C:6]([O:21][CH3:22])[CH:5]=1 |f:0.1.2|. Reactants: Cl.Cl.NC1=CC(=C(C(=O)NCC2CCNCC2)C=C1Cl)OC (4-Amino-5-chloro-2-methoxy-N-(piperidin-4-ylmethyl)benzamide dihydrochloride), ClC1=CC=C(OCCCCCBr)C=C1 (5-(4-chlorophenoxy)-pentyl bromide). Yields the product NC1=CC(=C(C(=O)NCC2CCN(CC2)CCCCCOC2=CC=C(C=C2)Cl)C=C1Cl)OC (4-amino-5-chloro-N-((1-(5-(4-chlorophenoxy)pentyl)-piperidin-4-yl)methyl)-2-methoxybenzamide).